Dataset: the Open Reaction Database (ORD), a public repository of structured organic reaction records. Task: describe an organic reaction: reactants, conditions, products, and yield The reactants are [Br-], O=C1OCc2cc(Br)ccc21, [Zn+]Cc1ccccc1, C1COCCO1, ClCCl. The product is O=C1OCc2cc(Cc3ccccc3)ccc21. As a reaction SMILES: [Br-:12].[Br:1][c:2]1[cH:3][c:4]2[c:8]([cH:9][cH:10]1)[C:7](=[O:11])[O:6][CH2:5]2.[CH2:13]([c:14]1[cH:15][cH:16][cH:17][cH:18][cH:19]1)[Zn+:20].[CH2:24]1[O:25][CH2:26][CH2:27][O:28][CH2:29]1.[Cl:21][CH2:22][Cl:23]>>[c:2]1([CH2:13][c:14]2[cH:15][cH:16][cH:17][cH:18][cH:19]2)[cH:3][c:4]2[c:8]([cH:9][cH:10]1)[C:7](=[O:11])[O:6][CH2:5]2. The reactants are CC1[N@](C1)S(=O)(=O)C1=CC(=CC=C1)C(F)(F)F ((S)-2-methyl-1-(3-(trifluoromethyl)benzenesulfonyl)-aziridine), FC(C=1C=C(C=CC1)S(=O)(=O)OC[C@@H](NS(=O)(=O)C1=CC(=CC=C1)C(F)(F)F)C1=CC=C(C=C1)F)(F)F ((S)-2-(4-fluorophenyl)-2-(3-(trifluoromethyl)-benzenesulfonamido)ethyl 3-(trifluoromethyl)benzenesulfonate). The product is FC1=CC=C(C=C1)C1[N@](C1)S(=O)(=O)C1=CC(=CC=C1)C(F)(F)F ((S)-2-(4-Fluorophenyl)-1-(3-(trifluoromethyl)benzenesulfonyl)aziridine). RXN SMILES: CC1C[N@@]1S(C1C=CC=C(C(F)(F)F)C=1)(=O)=O.FC(F)(F)C1C=C(S(O[CH2:30][C@H:31]([C:46]2[CH:51]=[CH:50][C:49]([F:52])=[CH:48][CH:47]=2)[NH:32][S:33]([C:36]2[CH:41]=[CH:40][CH:39]=[C:38]([C:42]([F:45])([F:44])[F:43])[CH:37]=2)(=[O:35])=[O:34])(=O)=O)C=CC=1>>[F:52][C:49]1[CH:48]=[CH:47][C:46]([CH:31]2[CH2:30][N@@:32]2[S:33]([C:36]2[CH:41]=[CH:40][CH:39]=[C:38]([C:42]([F:44])([F:43])[F:45])[CH:37]=2)(=[O:34])=[O:35])=[CH:51][CH:50]=1. Procedure details: Proceeding as described for (49), but using (S)-2-(4-fluorophenyl)-2-(3-(trifluoromethyl)-benzenesulfonamido)ethyl 3-(trifluoromethyl)benzenesulfonate afforded (S)-2-(4-Fluorophenyl)-1-(3-(trifluoromethyl)benzenesulfonyl)aziridine (50). MS (m/z): 355.2 (M+H) (Calc'd for C15H11F4NO2S: 354.31). Starting materials: CC1(OCCO1)C1=CC=C(O1)CN1N=CC(=C1)N (1-[5-(2-methyl-[1,3]dioxolan-2-yl)-furan-2-ylmethyl]-1H-pyrazol-4-ylamine), CC=1SC(=C(N1)C(=O)O)C=1C=C(C=CC1)C (2-methyl-5-m-tolyl-thiazole-4-carboxylic acid). The product is C(C)(=O)C1=CC=C(O1)CN1N=CC(=C1)NC(=O)C=1N=C(SC1C=1C=C(C=CC1)C)C (2-Methyl-5-m-tolyl-thiazole-4-carboxylic acid [1-(5-acetyl-furan-2-ylmethyl)-1H-pyrazol-4-yl]-amide). RXN SMILES: [CH3:1][C:2]1([C:7]2[O:11][C:10]([CH2:12][N:13]3[CH:17]=[C:16]([NH2:18])[CH:15]=[N:14]3)=[CH:9][CH:8]=2)[O:6]CCO1.[CH3:19][C:20]1[S:21][C:22]([C:28]2[CH:29]=[C:30]([CH3:34])[CH:31]=[CH:32][CH:33]=2)=[C:23]([C:25](O)=[O:26])[N:24]=1>>[C:2]([C:7]1[O:11][C:10]([CH2:12][N:13]2[CH:17]=[C:16]([NH:18][C:25]([C:23]3[N:24]=[C:20]([CH3:19])[S:21][C:22]=3[C:28]3[CH:29]=[C:30]([CH3:34])[CH:31]=[CH:32][CH:33]=3)=[O:26])[CH:15]=[N:14]2)=[CH:9][CH:8]=1)(=[O:6])[CH3:1]. Procedure details: Following general procedure B followed by either C or D, starting from 1-[5-(2-methyl-[1,3]dioxolan-2-yl)-furan-2-ylmethyl]-1H-pyrazol-4-ylamine and 2-methyl-5-m-tolyl-thiazole-4-carboxylic acid. Conditions: temperature 25 celsius, time 2 hour. Reaction SMILES: C([Sn](CCCC)(CCCC)[C:6]([C:8]1[CH:13]=[CH:12][C:11]([O:14][CH2:15][C:16]2[CH:21]=[CH:20][CH:19]=[CH:18][CH:17]=2)=[CH:10][CH:9]=1)=[CH2:7])CCC>CN(C=O)C.C(OCC)(=O)C.Cl[Cu]>[CH2:15]([O:14][C:11]1[CH:12]=[CH:13][C:8]([C:6]([C:6]([C:8]2[CH:9]=[CH:10][C:11]([O:14][CH2:15][C:16]3[CH:17]=[CH:18][CH:19]=[CH:20][CH:21]=3)=[CH:12][CH:13]=2)=[CH2:7])=[CH2:7])=[CH:9][CH:10]=1)[C:16]1[CH:21]=[CH:20][CH:19]=[CH:18][CH:17]=1. Reagents/catalysts: Cl[Cu] (CuCl). Procedure details: To a cooled solution of tributyl-[1-(4-benzyloxy-phenyl)-vinyl]-stannane (26.2 g, 52.6 mmol) in DMF (180 mL) at 0° C. was added CuCl (8.6 g, 87.7 mmol) and CuCl2 (1.00 g, 8.13 mmol), which was then stirred at 25° C. for 2 h. The reaction mixture was then diluted with ethyl acetate (500 mL) and washed with brine (3×300 mL). The reaction mixture was then dried over MgSO4 and purified by SiO2 (20% ethyl acetate/hexane) to yield 2,3-di(4-benzyloxy-phenyl)-1,3-butadiene. The product is C(C1=CC=CC=C1)OC1=CC=C(C=C1)C(=C)C(=C)C1=CC=C(C=C1)OCC1=CC=CC=C1 (2,3-di(4-benzyloxy-phenyl)-1,3-butadiene). Solvent: C(C)(=O)OCC (ethyl acetate), CN(C)C=O (DMF). Reactants: C(CCC)[Sn](C(=C)C1=CC=C(C=C1)OCC1=CC=CC=C1)(CCCC)CCCC (tributyl-[1-(4-benzyloxy-phenyl)-vinyl]-stannane), CuCl2. The reactants are OC1=C(N(S(C=2C1=CSC2)(=O)=O)C)C(=O)OC (4-hydroxy-3-methoxycarbonyl-2-methyl-2H-thieno[3,4-e]-1,2-thiazine 1,1-dioxide), NC=1SC=CN1 (2-aminothiazole). Run in C=1(C(=CC=CC1)C)C (xylene). Yields the product OC1=C(N(S(C=2C1=CSC2)(=O)=O)C)C(=O)NC=2SC=CN2 (4-hydroxy-2-methyl-N-(2-thiazolyl)-2H-thieno[3,4-e]-1,2-thiazine-3-carboxamide 1,1-dioxide). RXN SMILES: [OH:1][C:2]1[C:7]2=[CH:8][S:9][CH:10]=[C:6]2[S:5](=[O:12])(=[O:11])[N:4]([CH3:13])[C:3]=1[C:14]([O:16]C)=O.[NH2:18][C:19]1[S:20][CH:21]=[CH:22][N:23]=1>C1(C)C(C)=CC=CC=1>[OH:1][C:2]1[C:7]2=[CH:8][S:9][CH:10]=[C:6]2[S:5](=[O:11])(=[O:12])[N:4]([CH3:13])[C:3]=1[C:14]([NH:18][C:19]1[S:20][CH:21]=[CH:22][N:23]=1)=[O:16]. Procedure: 0.9 G. of 4-hydroxy-3-methoxycarbonyl-2-methyl-2H-thieno[3,4-e]-1,2-thiazine 1,1-dioxide are suspended together with 0.4 g. of 2-aminothiazole in 100 ml. of absolute xylene and heated to reflux for 4 hours, 70 ml. of xylene being slowly distilled off. A crystalline precipitate separates from the cooled solution and is filtered off under suction. There is obtained 4-hydroxy-2-methyl-N-(2-thiazolyl)-2H-thieno[3,4-e]-1,2-thiazine-3-carboxamide 1,1-dioxide of melting point 243°-245° C. (decompositio... The reactants are CN1C(=CC2=CC(=CC=C12)C(=O)OC)C (methyl 1,2-Dimethyl-1H-indole-5-carboxylate), O.O.O.O.O.O.O.O.O.O.S(=O)(=O)([O-])[O-].[Na+].[Na+] (Sodium sulfate decahydrate). The solvent is C1CCOC1 (THF). Conditions: time 2 hour. The product is CN1C(=CC2=CC(=CC=C12)CO)C ((1,2-Dimethyl-1H-indol-5-yl)methanol). As a reaction SMILES: [CH3:1][N:2]1[C:10]2[C:5](=[CH:6][C:7]([C:11](OC)=[O:12])=[CH:8][CH:9]=2)[CH:4]=[C:3]1[CH3:15].O.O.O.O.O.O.O.O.O.O.S([O-])([O-])(=O)=O.[Na+].[Na+]>C1COCC1>[CH3:1][N:2]1[C:10]2[C:5](=[CH:6][C:7]([CH2:11][OH:12])=[CH:8][CH:9]=2)[CH:4]=[C:3]1[CH3:15] |f:1.2.3.4.5.6.7.8.9.10.11.12.13|. Procedure details: To a solution of methyl 1,2-Dimethyl-1H-indole-5-carboxylate (crude, 1.14 mg, 5.31 mmol) in THF (54 ml) Lithiumaluminium hydride (1 M in THF, 5.31 ml) was added at 0° C. The reaction mixture was stirred at rt for 2 hours. Sodium sulfate decahydrate was added to the reaction mixture to destroy the excess of Lithiumaluminium hydride. After 1 hour, methanol was added and the fine suspension was filtered off. The filtrate was concentrated under vacuum to afford crude (1,2-Dimethyl-1H-indol-5-yl)meth... Reactants: COC(=O)C1(C=C2C(=NCN2C)C=C1NC1=C(C=C(C=C1)I)F)F (5-fluoro-6-(2-fluoro-4-iodo-phenylamino)-3-methyl-3H-benzoimidazole-5-carboxylic acid methyl ester), [K] (potassium), C(Cl)Cl.CO (DCM MeOH). Run in O1CCCC1 (tetrahydrofuran). Reaction conditions: time 3.5 hour. The product is FC1(C=C2C(=NCN2C)C=C1NC1=C(C=C(C=C1)I)F)C(=O)O (5-fluoro-6-(2-fluoro-4-iodo-phenylamino)-3-methyl-3H-benzoimidazole-5-carboxylic acid). Reaction SMILES: C[O:2][C:3]([C:5]1([F:24])[C:14]([NH:15][C:16]2[CH:21]=[CH:20][C:19]([I:22])=[CH:18][C:17]=2[F:23])=[CH:13][C:8]2=[N:9][CH2:10][N:11]([CH3:12])[C:7]2=[CH:6]1)=[O:4].[K].C(Cl)Cl.CO>O1CCCC1>[F:24][C:5]1([C:3]([OH:4])=[O:2])[C:14]([NH:15][C:16]2[CH:21]=[CH:20][C:19]([I:22])=[CH:18][C:17]=2[F:23])=[CH:13][C:8]2=[N:9][CH2:10][N:11]([CH3:12])[C:7]2=[CH:6]1 |f:2.3,^1:24|. Procedure details: To a solution of 5-fluoro-6-(2-fluoro-4-iodo-phenylamino)-3-methyl-3H-benzoimidazole-5-carboxylic acid methyl ester (136.3 g, 0.305 mol) in tetrahydrofuran (1.5 L) was added potassium trimethylsilonate (155.95 g, 1.23 mol) at room temperature (after completion of the addition the reaction mixture became dark brown solution). The reaction mixture was stirred for 3.5 h (completion of reaction is confirmed by TLC-DCM:MeOH 1:9), quenched with water (25 ml) and evaporated under vacuum to remove THF. ... Reactants: ClC(=O)OC(C)Cl (1-chloroethyl chloroformate), CCN(C(C)C)C(C)C (Hunig's base), C(C1=CC=CC=C1)N1C[C@@H]([C@H](C1)C1=CC(=C(C=C1)F)F)[C@H](C)OC1=NC=C(C=C1)Cl (2-{(S)-1-[(3R,4S)-1-benzyl-4-(3,4-difluoro-phenyl)-pyrrolidin-3-yl]ethoxy}-5-chloro-pyridine). Run in C1(=CC=CC=C1)C (toluene). Run at temperature 100 celsius. The product is ClC=1C=CC(=NC1)O[C@@H](C)[C@H]1CNC[C@@H]1C1=CC(=C(C=C1)F)F (5-Chloro-2-{(S)-1-[(3R,4S)-4-(3,4-difluoro-phenyl)-pyrrolidin-3-yl]-ethoxy}-pyridine). Isolated yield 64.3%. RXN SMILES: C([N:8]1[CH2:12][C@H:11]([C:13]2[CH:18]=[CH:17][C:16]([F:19])=[C:15]([F:20])[CH:14]=2)[C@@H:10]([C@@H:21]([O:23][C:24]2[CH:29]=[CH:28][C:27]([Cl:30])=[CH:26][N:25]=2)[CH3:22])[CH2:9]1)C1C=CC=CC=1.ClC(OC(Cl)C)=O.CCN(C(C)C)C(C)C>C1(C)C=CC=CC=1>[Cl:30][C:27]1[CH:28]=[CH:29][C:24]([O:23][C@H:21]([C@@H:10]2[C@@H:11]([C:13]3[CH:18]=[CH:17][C:16]([F:19])=[C:15]([F:20])[CH:14]=3)[CH2:12][NH:8][CH2:9]2)[CH3:22])=[N:25][CH:26]=1. Procedure details: To a solution of 2-{(S)-1-[(3R,4S)-1-benzyl-4-(3,4-difluoro-phenyl)-pyrrolidin-3-yl]ethoxy}-5-chloro-pyridine 917 mg (2.13 mmol) dissolved in toluene (20 mL) were added 0.69 mL (6.39 mmol) of 1-chloroethyl chloroformate and 1.09 mL (6.39 mL) of Hunig's base. The reaction mixture was heated at 100° C. for one hour. After cooling down to RT, volatiles were removed under vacuo and the crude was dissolved in MeOH (20 mL). The reaction mixture was heated at 85° C. for 30 minutes and after cooling dow... The reactants are O=C(CBr)c1ccc(N2CCOCC2)cc1, CC(C)(C)OC(=O)OC(C)(C)C, C1CCOC1, CN. Product: CN(CC(=O)c1ccc(N2CCOCC2)cc1)C(=O)OC(C)(C)C. Reaction SMILES: [Br:1][CH2:2][C:3](=[O:4])[c:5]1[cH:6][cH:7][c:8]([N:11]2[CH2:12][CH2:13][O:14][CH2:15][CH2:16]2)[cH:9][cH:10]1.[C:19]([O:20][C:21]([CH3:22])([CH3:23])[CH3:24])([O:25][C:26]([CH3:27])([CH3:28])[CH3:29])=[O:30].[CH2:31]1[O:32][CH2:33][CH2:34][CH2:35]1.[CH3:17][NH2:18]>>[CH2:2]([C:3](=[O:4])[c:5]1[cH:6][cH:7][c:8]([N:11]2[CH2:12][CH2:13][O:14][CH2:15][CH2:16]2)[cH:9][cH:10]1)[N:18]([CH3:17])[C:19]([O:20][C:21]([CH3:22])([CH3:23])[CH3:24])=[O:30]. RXN SMILES: COC1C=CC2SC(C(O)=O)=C(OC(C)C)C=2C=1.[NH2:19][C:20]1[CH:29]=[CH:28][C:23]([C:24]([O:26]C)=[O:25])=[CH:22][C:21]=1[O:30][CH3:31]>CO>[NH2:19][C:20]1[CH:29]=[CH:28][C:23]([C:24]([OH:26])=[O:25])=[CH:22][C:21]=1[O:30][CH3:31]. Procedure details: Following a procedure analogous to Example 12, 5-methoxy-3-(1-methylethoxy)benzo[b]thiophene-2-carboxylic acid (230 mg, 0.86 mmol) and methyl 4-amino-3-methoxybenzoate (310 mg, 1.38 mM) [obtained by esterification of 4-amino-3-methoxybenzoic acid (Aldrich) with MeOH/AcC1]provides 269 mg (73%) of product; mp 278° C. dec. Saponification of 100 mg of methyl 3-methoxy-4-[[[5-methoxy-3-(1-methylethoxy)benzo [b]thien-2-yl]carbonyl]amino]benzoate gives 48 mg (50%) of product; mp 278°-281° C. dec. Starting materials: COC1=CC2=C(SC(=C2OC(C)C)C(=O)O)C=C1 (5-methoxy-3-(1-methylethoxy)benzo[b]thiophene-2-carboxylic acid), NC1=C(C=C(C(=O)OC)C=C1)OC (methyl 4-amino-3-methoxybenzoate). Run in CO (MeOH). Isolated yield 73.0%. Product: NC1=C(C=C(C(=O)O)C=C1)OC (4-amino-3-methoxybenzoic acid), product.